Dataset: the Open Reaction Database (ORD), a public repository of structured organic reaction records. Task: describe an organic reaction: reactants, conditions, products, and yield RXN SMILES: [Cl:1][C:2]1[N:7]=[C:6]([O:8][CH:9]2[CH2:14][CH2:13][CH2:12][CH2:11][CH2:10]2)[N:5]=[C:4]([O:15][CH:16]2[CH2:21][CH2:20][CH2:19][CH2:18][CH2:17]2)[CH:3]=1.C([Li])CCC.[Cl-:27].[Cl-].[CH:29]1([Ti+2:34][CH:35]2[CH:39]=[CH:38][CH:37]=[CH:36]2)[CH:33]=[CH:32][CH:31]=[CH:30]1.O>C1COCC1>[Cl:27][Ti:34]([CH:29]1[CH:30]=[CH:31][CH:32]=[CH:33]1)([CH:35]1[CH:39]=[CH:38][CH:37]=[CH:36]1)[C:3]1[C:4]([O:15][CH:16]2[CH2:21][CH2:20][CH2:19][CH2:18][CH2:17]2)=[N:5][C:6]([O:8][CH:9]2[CH2:10][CH2:11][CH2:12][CH2:13][CH2:14]2)=[N:7][C:2]=1[Cl:1] |f:2.3.4|. Reactants: solid, [Cl-].[Cl-].C1(C=CC=C1)[Ti+2]C1C=CC=C1 (biscyclopentadienyltitanium dichloride), resultant solution, O (water), C(CCC)[Li] (n-butyllithium), ClC1=CC(=NC(=N1)OC1CCCCC1)OC1CCCCC1 (6-chloro-2,4-bis(cyclohexyloxy)pyrimidine). Product: compound, Cl[Ti](C=1C(=NC(=NC1Cl)OC1CCCCC1)OC1CCCCC1)(C1C=CC=C1)C1C=CC=C1 (Chlorobis(cyclopentadienyl)(6-chloro-2,4-dicyclohexyloxypyrimidinyl)titanium). Reaction conditions: temperature -40 celsius. Reported procedure: 6.15 g (19.8 mmol) of 6-chloro-2,4-bis(cyclohexyloxy)pyrimidine are dissolved in 40 ml of THF under argon as protective gas, the solution is cooled to -40° C., and 12.4 ml of n-butyllithium (1.6M/hexane) are added dropwise. 2.25 g (9 mmol) of solid biscyclopentadienyltitanium dichloride are added to the resultant solution at -40° C. The reaction mixture is allowed to warm slowly from -40° C. to 25° C., is then poured into 40 ml of water and is filtered through ®Hyflo. The aqueous phase is separa... Solvent: C1CCOC1 (THF).